From a dataset of the Open Reaction Database (ORD), a public repository of structured organic reaction records. describe an organic reaction: reactants, conditions, products, and yield Reactants: [Si](C)(C)(C(C)(C)C)OCCCN1C(NCCC1=O)=O (3-(3-{[tert-butyl(dimethyl)silyl]oxy}propyl)-dihydropyrimidine-2,4(1H,3H)-dione), C(=O)([O-])[O-].[Cs+].[Cs+] (Cs2CO3), BrC1=CC=CC=C1 (bromobenzene), CC1(C2=C(C(=CC=C2)P(C3=CC=CC=C3)C4=CC=CC=C4)OC5=C(C=CC=C51)P(C6=CC=CC=C6)C7=CC=CC=C7)C (Xanthphos). Reagents/catalysts: C=1C=CC(=CC1)/C=C/C(=O)/C=C/C2=CC=CC=C2.C=1C=CC(=CC1)/C=C/C(=O)/C=C/C2=CC=CC=C2.C=1C=CC(=CC1)/C=C/C(=O)/C=C/C2=CC=CC=C2.[Pd].[Pd] (tris(dibenzylideneacetone)dipalladium). The solvent is O1CCOCC1 (dioxane). Conditions: temperature 100 celsius, time 8 hour. Product: [Si](C)(C)(C(C)(C)C)OCCCN1C(N(CCC1=O)C1=CC=CC=C1)=O (3-(3-{[tert-butyl(dimethyl)silyl]oxy}propyl)-1-phenyldihydropyrimidine-2,4(1H,3H)-dione). As a reaction SMILES: [Si:1]([O:8][CH2:9][CH2:10][CH2:11][N:12]1[C:17](=[O:18])[CH2:16][CH2:15][NH:14][C:13]1=[O:19])([C:4]([CH3:7])([CH3:6])[CH3:5])([CH3:3])[CH3:2].Br[C:21]1[CH:26]=[CH:25][CH:24]=[CH:23][CH:22]=1.CC1(C)C2C(=C(P(C3C=CC=CC=3)C3C=CC=CC=3)C=CC=2)OC2C(P(C3C=CC=CC=3)C3C=CC=CC=3)=CC=CC1=2.C([O-])([O-])=O.[Cs+].[Cs+]>O1CCOCC1.C1C=CC(/C=C/C(/C=C/C2C=CC=CC=2)=O)=CC=1.C1C=CC(/C=C/C(/C=C/C2C=CC=CC=2)=O)=CC=1.C1C=CC(/C=C/C(/C=C/C2C=CC=CC=2)=O)=CC=1.[Pd].[Pd]>[Si:1]([O:8][CH2:9][CH2:10][CH2:11][N:12]1[C:17](=[O:18])[CH2:16][CH2:15][N:14]([C:21]2[CH:26]=[CH:25][CH:24]=[CH:23][CH:22]=2)[C:13]1=[O:19])([C:4]([CH3:7])([CH3:5])[CH3:6])([CH3:3])[CH3:2] |f:3.4.5,7.8.9.10.11|. Procedure details: A mixture of 3-(3-{[tert-butyl(dimethyl)silyl]oxy}propyl)-dihydropyrimidine-2,4(1H,3H)-dione (100 mg, 0.35 mmol), from this Example step 1, bromobenzene (0.037 mL, 0.35 mmol), tris(dibenzylideneacetone)dipalladium (6.4 mg, 0.01 mmol), Xanthphos (0.0121 g, 0.021 mmol) and Cs2CO3 (0.171 g, 0.52 mmol) were combined in dry dioxane (1 mL) and stirred at 100° C. overnight in a sealed tube. The reaction mixture was partitioned between ethyl acetate and water. Combined organic extracts were washed with ...